This data is from the Open Reaction Database (ORD), a public repository of structured organic reaction records. The task is: describe an organic reaction: reactants, conditions, products, and yield The reactants are Cl (Hydrochloric acid), CC(C(O)C1=CC=CC=C1)(C)[N+](=O)[O-] (2-methyl-2-nitro-1-phenylpropan-1-ol), 26c. The reagents and catalysts are [Zn] (Zinc). Solvent: CCO (EtOH), O (water). Conditions: time 4 hour. The product is NC(C(O)C1=CC=CC=C1)(C)C (2-Amino-2-methyl-1-phenylpropan-1-ol). Reaction SMILES: Cl.[CH3:2][C:3]([N+:13]([O-])=O)([CH3:12])[CH:4]([C:6]1[CH:11]=[CH:10][CH:9]=[CH:8][CH:7]=1)[OH:5]>CCO.O.[Zn]>[NH2:13][C:3]([CH3:12])([CH3:2])[CH:4]([C:6]1[CH:11]=[CH:10][CH:9]=[CH:8][CH:7]=1)[OH:5]. Procedure: 37% Hydrochloric acid (1 mL) was added to a stirred solution of 2-methyl-2-nitro-1-phenylpropan-1-ol (26c, 0.12 g, 0.6 mmol in EtOH (10 mL) and water (5 mL). Zinc powder (0.241 g, 3.6 mmol) was slowly added in small portions, the mixture was stirred for 4 hours at +70° C. The mixture was filtered to remove solid zinc residues and concentrated to ⅓ volume by evaporation, diluted with water (50 mL) and washed with ether (125 mL). The acidic waterphase was made basic using KOH (aq) solution, the fo... The reactants are C(C)(=O)O (acetic acid), BrCC(=O)C=1C=C(C(=C(C#N)C1)OC)OC (5-(bromoacetyl)-2,3-dimethoxybenzonitrile), B(Br)(Br)Br (boron tribromide), C(O)([O-])=O.[Na+] (sodium hydrogen carbonate), ice. Solvent: C(Cl)Cl (methylene chloride). Run at time 18 hour. Product: BrCC(=O)C=1C=C(C(=C(C#N)C1)O)O (5-(bromoacetyl)-2,3- dihydroxybenzonitrile). As a reaction SMILES: [Br:1][CH2:2][C:3]([C:5]1[CH:6]=[C:7]([O:15]C)[C:8]([O:13]C)=[C:9]([CH:12]=1)[C:10]#[N:11])=[O:4].B(Br)(Br)Br.C(=O)([O-])O.[Na+].C(O)(=O)C>C(Cl)Cl>[Br:1][CH2:2][C:3]([C:5]1[CH:6]=[C:7]([OH:15])[C:8]([OH:13])=[C:9]([CH:12]=1)[C:10]#[N:11])=[O:4] |f:2.3|. Procedure details: 4.2 g of 5-(bromoacetyl)-2,3-dimethoxybenzonitrile dissolved in 150 ml of methylene chloride are treated with 8.9 ml of boron tribromide. The reaction mixture is stirred at 20° for 18 hours. It is subsequently poured into 220 ml of saturated sodium hydrogen carbonate solution and 100 g of ice, adjusted to pH 6 with glacial acetic acid and extracted with ethyl acetate. The organic phase is washed with water, dried over sodium sulfate and evaporated. There is obtained 5-(bromoacetyl)-2,3- dihydrox... Reactants: N1N=NN=C1C=1C=C(C=CC1)N (3-(1H-tetrazol-5-yl)-phenylamine), CC1=C(SC2=C1C=C(C=C2)C)S(=O)(=O)Cl (3,5-dimethyl-benzothiophene-2-sulfonyl chloride), CC1=C(SC2=C1C=C(C=C2)C)S(=O)(=O)Cl (3,5-dimethyl-benzothiophene-2-sulfonyl chloride). The solvent is C(Cl)Cl (CH2Cl2). Reaction conditions: time 4 hour. Yields the product CC1=C(SC2=C1C=C(C=C2)C)S(=O)(=O)NC2=CC(=CC=C2)C2=NN=NN2 (3,5-Dimethyl-N-[3-(1H-tetrazol-5-yl)phenyl]-1-benzothiophene-2-sulfonamide). Isolated yield 2.7%. Reaction SMILES: [NH:1]1[C:5]([C:6]2[CH:7]=[C:8]([NH2:12])[CH:9]=[CH:10][CH:11]=2)=[N:4][N:3]=[N:2]1.[CH3:13][C:14]1[C:18]2[CH:19]=[C:20]([CH3:23])[CH:21]=[CH:22][C:17]=2[S:16][C:15]=1[S:24](Cl)(=[O:26])=[O:25]>C(Cl)Cl>[CH3:13][C:14]1[C:18]2[CH:19]=[C:20]([CH3:23])[CH:21]=[CH:22][C:17]=2[S:16][C:15]=1[S:24]([NH:12][C:8]1[CH:9]=[CH:10][CH:11]=[C:6]([C:5]2[NH:1][N:2]=[N:3][N:4]=2)[CH:7]=1)(=[O:25])=[O:26]. Reported procedure: To a solution of 3-(1H-tetrazol-5-yl)-phenylamine (161 mg, 10 mmol) in dry CH2Cl2 (10 mL) pyridine (0.5 mL) and 3,5-dimethyl-benzothiophene-2-sulfonyl chloride (Intermediate 13) (260 mg, 10 mmol) were added. The mixture was stirred for 4 h and then concentrated in vacuo. The product was purified by column chromatography on silica gel (eluent: 2 to 15% MeOH in CHCl3) affording 104 mg (27%) of the title compound. 1H NMR (DMSO-d6) δ ppm 2.40 (s, 3H) 2.52 (s, 3H) 7.29 (d, 1H) 7.35 (d, 1H) 7.42 (t, 1... The reactants are COC1=C(CN(S(=O)(=O)C2=C(C=C(C(=C2)C)O[C@H]2[C@@H](CCCC2)C=2C=NN(C2)COC)F)C2=NC=NC=C2)C=CC(=C1)OC (N-(2,4-dimethoxybenzyl)-2-fluoro-4-({(1R,2S)-2-[1-(methoxymethyl)-1H-pyrazol-4-yl]cyclohexyl}oxy)-5-methyl-N-(pyrimidin-4-yl)benzenesulfonamide), Cl (hydrochloric acid), C(C)[SiH](CC)CC (triethylsilane), FC(C(=O)O)(F)F (trifluoroacetic acid). Solvent: CO (methanol), ClCCl (dichloromethane). Yields the product FC1=C(C=C(C(=C1)O[C@H]1[C@@H](CCCC1)C=1C=NNC1)C)S(=O)(=O)NC1=NC=NC=C1 (2-Fluoro-5-methyl-4-{[(1R,2S)-2-(1H-pyrazol-4-yl)cyclohexyl]oxy}-N-(pyrimidin-4-yl)benzenesulfonamide). Isolated yield 52.1%. Reaction SMILES: COC1C=C(OC)C=CC=1C[N:6]([C:33]1[CH:38]=[CH:37][N:36]=[CH:35][N:34]=1)[S:7]([C:10]1[CH:15]=[C:14]([CH3:16])[C:13]([O:17][C@@H:18]2[CH2:23][CH2:22][CH2:21][CH2:20][C@H:19]2[C:24]2[CH:25]=[N:26][N:27](COC)[CH:28]=2)=[CH:12][C:11]=1[F:32])(=[O:9])=[O:8].C([SiH](CC)CC)C.FC(F)(F)C(O)=O.Cl>CO.ClCCl>[F:32][C:11]1[CH:12]=[C:13]([O:17][C@@H:18]2[CH2:23][CH2:22][CH2:21][CH2:20][C@H:19]2[C:24]2[CH:25]=[N:26][NH:27][CH:28]=2)[C:14]([CH3:16])=[CH:15][C:10]=1[S:7]([NH:6][C:33]1[CH:38]=[CH:37][N:36]=[CH:35][N:34]=1)(=[O:8])=[O:9]. Procedure details: The reaction and aftertreatment were conducted in the same manner as in Example 147e by using the N-(2,4-dimethoxybenzyl)-2-fluoro-4-({(1R,2S)-2-[1-(methoxymethyl)-1H-pyrazol-4-yl]cyclohexyl}oxy)-5-methyl-N-(pyrimidin-4-yl)benzenesulfonamide (144 mg, 0.230 mmol) prepared in Example 170a, triethylsilane (0.184 mL), dichloromethane (1.0 mL), trifluoroacetic acid (1.0 mL), methanol (15 mL) and 6 M hydrochloric acid (5.0 mL), to yield the title compound (51.7 mg, 52%) as a colorless solid. Procedure: The title compound was prepared according to the method of Example 32 from phenol (0.35 mole), bromine (0.35 mole) and sodium thiocyanate (0.35 mole). Yields the product OC1=CC=C(C=C1)SC#N (4-hydroxyphenyl thiocyanate). The reactants are C1(=CC=CC=C1)O (phenol), BrBr (bromine), [S-]C#N.[Na+] (sodium thiocyanate). RXN SMILES: [C:1]1([OH:7])[CH:6]=[CH:5][CH:4]=[CH:3][CH:2]=1.BrBr.[S-:10][C:11]#[N:12].[Na+]>>[OH:7][C:1]1[CH:6]=[CH:5][C:4]([S:10][C:11]#[N:12])=[CH:3][CH:2]=1 |f:2.3|. Starting materials: compound, CC(C)N(C(=O)N)CCOC1=CC=C(C=C1)N (N-(1-methylethyl)-N-[2-(4-aminophenoxy)ethyl]urea), C(C)(=O)Cl (acetyl chloride). Solvent: C(C)N(CC)CC (triethylamine). The product is CN(CCNC(N(CCOC1=CC=C(C=C1)NC(C)=O)C(C)C)=O)C (N'-[2-(Dimethylamino)ethyl]-N-(1-methylethyl)-N-[2-(4-acetylaminophenoxy)ethyl]urea). RXN SMILES: [CH3:1][CH:2]([N:4]([CH2:8][CH2:9][O:10][C:11]1[CH:16]=[CH:15][C:14]([NH2:17])=[CH:13][CH:12]=1)[C:5]([NH2:7])=[O:6])[CH3:3].[C:18](Cl)(=[O:20])[CH3:19]>C(N(CC)CC)C>[CH3:5][N:4]([CH3:8])[CH2:2][CH2:1][NH:7][C:5](=[O:6])[N:4]([CH:2]([CH3:1])[CH3:3])[CH2:8][CH2:9][O:10][C:11]1[CH:12]=[CH:13][C:14]([NH:17][C:18](=[O:20])[CH3:19])=[CH:15][CH:16]=1. Reported procedure: The title compound is prepared by reacting the compound of Example 64: N'-[2-dimethylamino)ethyl]-N-(1-methylethyl)-N-[2-(4-aminophenoxy)ethyl]urea with acetyl chloride in triethylamine. Reactants: C(C(C)C)(=O)Cl (isobutyryl chloride), C1CCOC1 (THF), COC1=C(C([C@@H]2[C@@]([C@H](C[C@]1(C2=O)CC=C(C)C)CC=C(C)C)(CCCC(C)(O[Si](CC)(CC)CC)C)C)=O)[Si](C)(C)C ((1R,5R,7S,8R)-4-Methoxy-8-methyl-8-(4-methyl-4-((triethylsilyl)oxy)pentyl)-5,7-bis(3-methylbut-2-en-1-yl)-3-(trimethylsilyl)bicyclo[3.3.1]non-3-ene-2,9-dione), C1CCOC1 (THF), [Li]N1C(CCCC1(C)C)(C)C (lithium tetramethylpiperidide), COC1=C(C([C@@H]2[C@@]([C@H](C[C@]1(C2=O)CC=C(C)C)CC=C(C)C)(CCCC(C)(O[Si](CC)(CC)CC)C)C)=O)[Si](C)(C)C ((1R,5R,7S,8R)-4-Methoxy-8-methyl-8-(4-methyl-4-((triethylsilyl)oxy)pentyl)-5,7-bis(3-methylbut-2-en-1-yl)-3-(trimethylsilyl)bicyclo[3.3.1]non-3-ene-2,9-dione). The solvent is CCOC(=O)C (EtOAc), CCCCCC (hexane). Conditions: temperature 0 celsius, time 10 minute. Product: C(C(C)C)(=O)[C@@]12C(C(=C([C@@](C[C@@H]([C@]1(CCCC(C)(O[Si](CC)(CC)CC)C)C)CC=C(C)C)(C2=O)CC=C(C)C)OC)[Si](C)(C)C)=O ((1S,5R,7S,8R)-1-Isobutyryl-4-methoxy-8-methyl-8-(4-methyl-4-((triethylsilyl)oxy)pentyl)-5,7-bis(3-methylbut-2-en-1-yl)-3-(trimethylsilyl)bicyclo[3.3.1]non-3-ene-2,9-dione). The yield is 23.6%. Reaction SMILES: C1COCC1.[CH3:6][O:7][C:8]1[C@:15]2([CH2:18][CH:19]=[C:20]([CH3:22])[CH3:21])[C:16](=[O:17])[C@@H:11]([C@:12]([CH3:42])([CH2:28][CH2:29][CH2:30][C:31]([CH3:41])([O:33][Si:34]([CH2:39][CH3:40])([CH2:37][CH3:38])[CH2:35][CH3:36])[CH3:32])[C@@H:13]([CH2:23][CH:24]=[C:25]([CH3:27])[CH3:26])[CH2:14]2)[C:10](=[O:43])[C:9]=1[Si:44]([CH3:47])([CH3:46])[CH3:45].[Li]N1C(C)(C)CCCC1(C)C.[C:59](Cl)(=[O:63])[CH:60]([CH3:62])[CH3:61]>CCOC(C)=O.CCCCCC>[C:59]([C@:11]12[C:16](=[O:17])[C@:15]([CH2:18][CH:19]=[C:20]([CH3:21])[CH3:22])([CH2:14][C@H:13]([CH2:23][CH:24]=[C:25]([CH3:27])[CH3:26])[C@@:12]1([CH3:42])[CH2:28][CH2:29][CH2:30][C:31]([CH3:41])([O:33][Si:34]([CH2:35][CH3:36])([CH2:37][CH3:38])[CH2:39][CH3:40])[CH3:32])[C:8]([O:7][CH3:6])=[C:9]([Si:44]([CH3:47])([CH3:46])[CH3:45])[C:10]2=[O:43])(=[O:63])[CH:60]([CH3:62])[CH3:61]. Reported procedure: A THF (0.5 mL) solution of 45 (7.0 mg, 11 μmol, 1 equiv.) was cooled to −78° C. in a 10-mL test tube, and a freshly prepared THF solution of lithium tetramethylpiperidide (0.50 M, 113 μL, 57 μmol, 5 equiv.) was added dropwise. The resulting yellow-orange solution was stirred at −78° C. for 10 min and at 0° C. for 10 min. The solution was then cooled to −78° C., and isobutyryl chloride (6.0 μL, 57 μmol, 5 equiv.) was added. The resulting yellow solution was stirred at −78° C. for 50 min, was slow... The reagents and catalysts are [Br-].C(CCC)[N+](CCCC)(CCCC)CCCC (tetrabutyl-ammonium bromide). Reported procedure: A mixture of 3.1 g piperidine-4-carboxylic acid ethyl ester, 6.4 ml epichlorohydrin and 0.1 g tetrabutyl-ammonium bromide in 15 ml toluene and 15 ml concentrated sodium hydroxide solution was stirred for 4 h at room temperature and subsequently admixed with 50 ml water. The organic phase was separated, the aqueous phase was shaken three times with 20 ml methylene chloride each time, the combined organic phases were dried over sodium sulfate and the solvent was removed in a vacuum. 2.1 g (rac)-1-... RXN SMILES: [CH2:1]([O:3][C:4]([CH:6]1[CH2:11][CH2:10][NH:9][CH2:8][CH2:7]1)=[O:5])[CH3:2].[CH2:12]([CH:14]1[O:16][CH2:15]1)Cl.O>[Br-].C([N+](CCCC)(CCCC)CCCC)CCC.C1(C)C=CC=CC=1.[OH-].[Na+]>[CH2:1]([O:3][C:4]([CH:6]1[CH2:11][CH2:10][N:9]([CH2:12][CH:14]2[CH2:15][O:16]2)[CH2:8][CH2:7]1)=[O:5])[CH3:2] |f:3.4,6.7|. Run at time 4 hour. Product: C(C)OC(=O)C1CCN(CC1)CC1OC1 ((rac)-1-oxiran-2-ylmethyl-piperidine-4-carboxylic acid ethyl ester). Run in C1(=CC=CC=C1)C (toluene), [OH-].[Na+] (sodium hydroxide). Starting materials: C(C)OC(=O)C1CCNCC1 (piperidine-4-carboxylic acid ethyl ester), C(Cl)C1CO1 (epichlorohydrin), O (water). Reactants: c1ccc(CN2CC3OC3C2)cc1, ClCCl, Oc1c(Cl)cccc1Cl. Product: OC1CN(Cc2ccccc2)CC1Oc1c(Cl)cccc1Cl. As a reaction SMILES: [CH2:1]([c:2]1[cH:3][cH:4][cH:5][cH:6][cH:7]1)[N:8]1[CH2:9][CH:10]2[CH:11]([CH2:12]1)[O:13]2.[CH2:23]([Cl:24])[Cl:25].[OH:14][c:15]1[c:16]([Cl:17])[cH:18][cH:19][cH:20][c:21]1[Cl:22]>>[CH2:1]([c:2]1[cH:3][cH:4][cH:5][cH:6][cH:7]1)[N:8]1[CH2:9][CH:10]([OH:13])[CH:11]([O:14][c:15]2[c:16]([Cl:17])[cH:18][cH:19][cH:20][c:21]2[Cl:22])[CH2:12]1. Starting materials: CC1=NC=2C=CC3=C(C2C(N1)=O)C=C(C=C3)C=CC3=CC=C(C(=O)N[C@@H](CCC(=O)OCC)C(=O)OCC)C=C3 (diethyl N-(4-(2-(1,2-dihydro-3-methyl-1-oxobenzo[f]quinazolin-9-yl)vinyl)benzoyl)-L-glutamate), C(C)(=O)O (acetic acid). The reagents and catalysts are [Pd] (palladium on carbon). Run in C(C)O (ethanol), C(C)O (Ethanol). Conditions: time 8 hour. Yields the product CC1=NC=2C=CC3=C(C2C(N1)=O)C=C(C=C3)CCC3=CC=C(C(=O)N[C@@H](CCC(=O)OCC)C(=O)OCC)C=C3 (diethyl N-(4-(2-(1, 2-dihydro-3-methyl-1-oxobenzo[f]quinazolin-9-yl)ethyl)benzoyl)-L-glutamate). Yield: 62.3%. RXN SMILES: [CH3:1][C:2]1[NH:11][C:10](=[O:12])[C:9]2[C:8]3[CH:13]=[C:14]([CH:17]=[CH:18][C:19]4[CH:40]=[CH:39][C:22]([C:23]([NH:25][C@H:26]([C:34]([O:36][CH2:37][CH3:38])=[O:35])[CH2:27][CH2:28][C:29]([O:31][CH2:32][CH3:33])=[O:30])=[O:24])=[CH:21][CH:20]=4)[CH:15]=[CH:16][C:7]=3[CH:6]=[CH:5][C:4]=2[N:3]=1.C(O)(=O)C>[Pd].C(O)C>[CH3:1][C:2]1[NH:11][C:10](=[O:12])[C:9]2[C:8]3[CH:13]=[C:14]([CH2:17][CH2:18][C:19]4[CH:20]=[CH:21][C:22]([C:23]([NH:25][C@H:26]([C:34]([O:36][CH2:37][CH3:38])=[O:35])[CH2:27][CH2:28][C:29]([O:31][CH2:32][CH3:33])=[O:30])=[O:24])=[CH:39][CH:40]=4)[CH:15]=[CH:16][C:7]=3[CH:6]=[CH:5][C:4]=2[N:3]=1. Procedure: A suspension of diethyl N-(4-(2-(1,2-dihydro-3-methyl-1-oxobenzo[f]quinazolin-9-yl)vinyl)benzoyl)-L-glutamate (0.16 g, 0.29 m,ol) and 10% palladium on carbon (0.10 g) in ethanol (100 ml) was shaken under hydrogen (40 psi) overnight. Ethanol (80 ml) and acetic acid (20 ml) were added and the mixture was hydrogenated (40 psi) for 1 day. The solution was filtered, concentrated in vacuo, and the residue and catalyst were recombined in acetic acid (40 ml) and hydrogenated over the weekend. The soluti...